This data is from the Open Reaction Database (ORD), a public repository of structured organic reaction records. The task is: describe an organic reaction: reactants, conditions, products, and yield Starting materials: C(C)(C)(C)OC(NCC1=CC(=C(C=C1)O)C(N)=O)=O ((3-Carbamoyl-4-hydroxy-benzyl)-carbamic acid tert-butyl ester), C([O-])([O-])=O.[Cs+].[Cs+] (cesium carbonate), N (NH3), C1(CCCCC1)CBr (cyclohexylmethyl bromide). The solvent is CO (methanol), C (CH4). Reaction conditions: temperature 65 celsius, time 8 hour. The product is C(C)(C)(C)OC(NCC1=CC(=C(C=C1)OCC1CCCCC1)C(N)=O)=O ((3-Carbamoyl-4-cyclohexylmethoxy-benzyl)-carbamic acid tert-butyl ester). Reaction SMILES: [C:1]([O:5][C:6](=[O:19])[NH:7][CH2:8][C:9]1[CH:14]=[CH:13][C:12]([OH:15])=[C:11]([C:16](=[O:18])[NH2:17])[CH:10]=1)([CH3:4])([CH3:3])[CH3:2].C(=O)([O-])[O-].[Cs+].[Cs+].[CH:26]1([CH2:32]Br)[CH2:31][CH2:30][CH2:29][CH2:28][CH2:27]1.N>CO.C>[C:1]([O:5][C:6](=[O:19])[NH:7][CH2:8][C:9]1[CH:14]=[CH:13][C:12]([O:15][CH2:32][CH:26]2[CH2:31][CH2:30][CH2:29][CH2:28][CH2:27]2)=[C:11]([C:16](=[O:18])[NH2:17])[CH:10]=1)([CH3:4])([CH3:2])[CH3:3] |f:1.2.3|. Procedure details: To a solution of (3-Carbamoyl-4-hydroxy-benzyl)-carbamic acid tert-butyl ester (2.0 g, 7.5 mmol) in 15 mL methanol at room temperature was added cesium carbonate (2.7 g, 8.3 mmol). The reaction was stirred overnight. The reaction was then concentrated under reduced pressure. N,N-dimethylformamide (50 mL) was then added, and the reaction was then reconcentrated under reduced pressure to remove any remaining methanol. The residue was then suspended in N,N-dimethylformamide (15 mL) and cyclohexylme... Reactants: [C@@H]1(C[C@H](O)[C@@H](CO)O1)N1C(=O)NC(=O)C(C)=C1 (thymidine), C(C)N1C2=NC(=NC=C2N=C1)NC (Ethylmethylamino-9H-purine), Purine nucleoside, F[C@H]1C[C@@H](O[C@@H]1CO)N1C(=O)NC(=O)C=C1 (2',3'-dideoxy-3'-fluorouridine), [N-]=[N+]=[N-].[K+] (potassium azide). Run in CO (MeOH), P(=O)([O-])([O-])[O-].[K+].[K+].[K+] (potassium phosphate). Reaction conditions: temperature 45 celsius, time 6 day. Yields the product F[C@H]1C[C@@H](O[C@@H]1CO)N1C2=NC(=NC(=C2N=C1)CC)NC (9-(2,3-dideoxy-3-fluoro-β-D-erythro-pentofuranosyl)-6-ethylmethylamino-9H-purine). The yield is 50.0%. As a reaction SMILES: [CH2:1]([N:3]1[CH:11]=[N:10][C:9]2[C:4]1=[N:5][C:6]([NH:12][CH3:13])=[N:7][CH:8]=2)[CH3:2].[F:14][C@@H:15]1[C@@H:19]([CH2:20][OH:21])[O:18][C@@H](N2C=CC(=O)NC2=O)C1.[N-]=[N+]=[N-].[K+].[C@@H:34]1(N2C=C(C)C(=O)NC2=O)O[C@H](CO)[C@@H](O)[CH2:35]1>P([O-])([O-])([O-])=O.[K+].[K+].[K+].CO>[F:14][C@@H:15]1[C@@H:19]([CH2:20][OH:21])[O:18][C@@H:1]([N:3]2[CH:11]=[N:10][C:9]3[C:4]2=[N:5][C:6]([NH:12][CH3:13])=[N:7][C:8]=3[CH2:34][CH3:35])[CH2:2]1 |f:2.3,5.6.7.8|. Procedure details: 6 Ethylmethylamino-9H-purine (0.46 g, 2.6 mmoles) and 2',3'-dideoxy-3'-fluorouridine (0.50 g, 2.2 moles) were suspended in 50 ml, 10 mM potassium phosphate buffer, pH 7.0, containing 0.04% potassium azide. Purine nucleoside phosphorylase (1120 I.U.) and thymidine phosphorylase (10,000 I.U.) (Krenitsky et al., Biochemistry, 20, 3615 (1981) and U.S. Pat. No. 4,381,344) immobilized on DEAE cellulose was added to the reaction and the suspension was stirred at 45° C. After 6 days, 150 ml MeOH was add... Reactants: CC#N, O=C1C(Cl)=C(c2ccccc2)C(=O)N1Cc1cccnc1, Nc1ccc(OC(F)(F)F)cc1. The product is O=C1C(Nc2ccc(OC(F)(F)F)cc2)=C(c2ccccc2)C(=O)N1Cc1cccnc1. RXN SMILES: [CH3:34][C:35]#[N:36].[Cl:13][C:14]1=[C:18]([c:19]2[cH:20][cH:21][cH:22][cH:23][cH:24]2)[C:17](=[O:25])[N:16]([CH2:26][c:27]2[cH:28][n:29][cH:30][cH:31][cH:32]2)[C:15]1=[O:33].[F:1][C:2]([O:3][c:4]1[cH:5][cH:6][c:7]([NH2:8])[cH:9][cH:10]1)([F:11])[F:12]>>[F:1][C:2]([O:3][c:4]1[cH:5][cH:6][c:7]([NH:8][C:14]2=[C:18]([c:19]3[cH:20][cH:21][cH:22][cH:23][cH:24]3)[C:17](=[O:25])[N:16]([CH2:26][c:27]3[cH:28][n:29][cH:30][cH:31][cH:32]3)[C:15]2=[O:33])[cH:9][cH:10]1)([F:11])[F:12]. Reactants: O=CC1=CC(OC)=C(O)C=C1 (Vanillin), CC1=CC(CO1)=O (5-Methyl-furan-3-one), B(OC(C)CC)(OC(C)CC)OC(C)CC (Tri-sec-butyl borate), [Cl-].[Ca+2].[Cl-] (calcium chloride). The reagents and catalysts are C(CCC)N (n-Butyl amine). Run in ClCCl (dichloromethane), C(C)(=O)O (acetic acid), ClCCl (dichloromethane), ClCCl (dichloromethane), CCCCCC (Hexane). Run at temperature 2.5 celsius. Product: OC1=C(C=C(C=C2OC(=CC2=O)C)C=C1)OC (2-(4-Hydroxy-3-methoxy-benzylidene)-5-methyl-furan-3-one). The yield is 73.0%. As a reaction SMILES: [CH3:1][C:2]1[O:6][CH2:5][C:4](=[O:7])[CH:3]=1.[Cl-].[Ca+2].[Cl-].O=[CH:12][C:13]1[CH:21]=[CH:20][C:18]([OH:19])=[C:15]([O:16][CH3:17])[CH:14]=1.B(OC(CC)C)(OC(CC)C)OC(CC)C>ClCCl.C(N)CCC.CCCCCC.C(O)(=O)C>[OH:19][C:18]1[CH:20]=[CH:21][C:13]([CH:12]=[C:5]2[C:4](=[O:7])[CH:3]=[C:2]([CH3:1])[O:6]2)=[CH:14][C:15]=1[O:16][CH3:17] |f:1.2.3|. Procedure details: 5-methyl-furan-3-one (2, 7.0 g g, 0.071 mol) was dissolved in dichloromethane (40 mL) and taken in a 3-necked 500 mL round bottomed flask fitted with a mechanical agitator and calcium chloride guard tube. Vanillin (3b, 9.0 g, 0.059 mol) dissolved in dichloromethane (40 mL) was added. The mixture was cooled to 0-5° C. with stirring. Tri-sec-butyl borate (15.0 g, 0.065 mol) was added and stirred for 2 h. The color of the reaction mixture turned yellow. n-Butyl amine (2 drops) was added and the rea... Starting materials: CCn1nc(C)cc1C(=O)O, CN(C)C=O, O=C(Cl)C(=O)Cl, Nc1cc(Oc2ccc3nc(NC(=O)C4CC4)nn3c2)ccc1F, C1CCOC1, O. Product: CCn1nc(C)cc1C(=O)Nc1cc(Oc2ccc3nc(NC(=O)C4CC4)nn3c2)ccc1F. RXN SMILES: [CH2:1]([CH3:2])[n:3]1[n:4][c:5]([CH3:11])[cH:6][c:7]1[C:8](=[O:9])[OH:10].[CH3:18][N:19]([CH3:20])[CH:21]=[O:22].[Cl:12][C:13]([C:14]([Cl:15])=[O:16])=[O:17].[NH2:23][c:24]1[cH:25][c:26]([O:27][c:28]2[cH:29][cH:30][c:31]3[n:32]([cH:33]2)[n:34][c:35]([NH:37][C:38](=[O:39])[CH:40]2[CH2:41][CH2:42]2)[n:36]3)[cH:43][cH:44][c:45]1[F:46].[O:47]1[CH2:48][CH2:49][CH2:50][CH2:51]1.[OH2:52]>>[CH2:1]([CH3:2])[n:3]1[n:4][c:5]([CH3:11])[cH:6][c:7]1[C:8](=[O:10])[NH:23][c:24]1[cH:25][c:26]([O:27][c:28]2[cH:29][cH:30][c:31]3[n:32]([cH:33]2)[n:34][c:35]([NH:37][C:38](=[O:39])[CH:40]2[CH2:41][CH2:42]2)[n:36]3)[cH:43][cH:44][c:45]1[F:46]. The yield is 112.7%. The reactants are BrC1=CC2=C(NC(S2)=O)C=C1 (6-Bromo-2-benzothiazolinone), [OH-].[Na+] (sodium hydroxide), C(C)(=O)O (acetic acid). Reported procedure: 6-Bromo-2-benzothiazolinone (4.65 g, 20.0 mmole) and sodium hydroxide (15.4 g, 0.385 mole) were mixed in 40 ml water. The mixture was stirred at room temperature for 30 minutes to form a slurry, was then heated at 100° C. and became a clear solution. The mixture continued to stir at 100° C. overnight after which it was cooled to room temperature. While cooling in an ice bath, the pH of the solution was adjusted to 6 with acetic acid (22 ml). The resulting solid was collected by filtration, washe... Conditions: time 30 minute. As a reaction SMILES: [Br:1][C:2]1[CH:11]=[CH:10][C:5]2[NH:6]C(=O)[S:8][C:4]=2[CH:3]=1.[OH-].[Na+].C(O)(=O)C>O>[NH2:6][C:5]1[CH:10]=[CH:11][C:2]([Br:1])=[CH:3][C:4]=1[SH:8] |f:1.2|. Yields the product NC1=C(C=C(C=C1)Br)S (2-Amino-5-bromo-benzenethiol). Run in O (water). Starting materials: BrC=1C=C2C=NN=C(C2=CC1)N1CC(NCC1)=O (4-(6-bromophthalazin-1-yl)piperazin-2-one), C1(CC1)NC(C1=CC(=C(C=C1)C)B1OC(C(O1)(C)C)(C)C)=O (N-cyclopropyl-4-methyl-3-(4,4,5,5-tetramethyl-1,3,2-dioxaborolan-2-yl)benzamide), C([O-])([O-])=O.[K+].[K+] (potassium carbonate). Reagents/catalysts: C=1C=CC(=CC1)[P](C=2C=CC=CC2)(C=3C=CC=CC3)[Pd]([P](C=4C=CC=CC4)(C=5C=CC=CC5)C=6C=CC=CC6)([P](C=7C=CC=CC7)(C=8C=CC=CC8)C=9C=CC=CC9)[P](C=1C=CC=CC1)(C=1C=CC=CC1)C=1C=CC=CC1 (tetrakis(triphenylphosphine)palladium). Solvent: COCCOC.CCO (DME EtOH). Conditions: temperature 90 celsius, time 1 hour. Product: C1(CC1)NC(C1=CC(=C(C=C1)C)C=1C=C2C=NN=C(C2=CC1)N1CC(NCC1)=O)=O (N-cyclopropyl-4-methyl-3-(1-(3-oxopiperazin-1-yl)phthalazin-6-yl)benzamide). Isolated yield 84.0%. RXN SMILES: Br[C:2]1[CH:3]=[C:4]2[C:9](=[CH:10][CH:11]=1)[C:8]([N:12]1[CH2:17][CH2:16][NH:15][C:14](=[O:18])[CH2:13]1)=[N:7][N:6]=[CH:5]2.[CH:19]1([NH:22][C:23](=[O:40])[C:24]2[CH:29]=[CH:28][C:27]([CH3:30])=[C:26](B3OC(C)(C)C(C)(C)O3)[CH:25]=2)[CH2:21][CH2:20]1.C(=O)([O-])[O-].[K+].[K+]>COCCOC.CCO.C1C=CC([P]([Pd]([P](C2C=CC=CC=2)(C2C=CC=CC=2)C2C=CC=CC=2)([P](C2C=CC=CC=2)(C2C=CC=CC=2)C2C=CC=CC=2)[P](C2C=CC=CC=2)(C2C=CC=CC=2)C2C=CC=CC=2)(C2C=CC=CC=2)C2C=CC=CC=2)=CC=1>[CH:19]1([NH:22][C:23](=[O:40])[C:24]2[CH:29]=[CH:28][C:27]([CH3:30])=[C:26]([C:2]3[CH:3]=[C:4]4[C:9](=[CH:10][CH:11]=3)[C:8]([N:12]3[CH2:17][CH2:16][NH:15][C:14](=[O:18])[CH2:13]3)=[N:7][N:6]=[CH:5]4)[CH:25]=2)[CH2:20][CH2:21]1 |f:2.3.4,5.6,^1:59,61,80,99|. Reported procedure: A mixture of 4-(6-bromophthalazin-1-yl)piperazin-2-one (0.10 g, 326 μmol), N-cyclopropyl-4-methyl-3-(4,4,5,5-tetramethyl-1,3,2-dioxaborolan-2-yl)benzamide (98mg, 326 μmol), and tetrakis(triphenylphosphine)palladium (19 mg, 16 μmol) in 5 mL DME/EtOH (4:1) was treated with 2M potassium carbonate (488 μl, 977 μmol). The resulting mixture was warmed up to 90° C. and stirred for 1 h under nitrogen. The mixture was cooled to room temperature, and the crude product was purified via flash chromatography... Reactants: OC=1C=CC(=NC1)C(=O)OC (methyl 5-hydroxypicolinate), O1C(=NC=C1)CO (oxazol-2-ylmethanol). Yields the product O1C(=NC=C1)COC=1C=CC(=NC1)C(=O)O (5-(Oxazol-2-ylmethoxy)picolinic acid). As a reaction SMILES: [OH:1][C:2]1[CH:3]=[CH:4][C:5]([C:8]([O:10]C)=[O:9])=[N:6][CH:7]=1.[O:12]1[CH:16]=[CH:15][N:14]=[C:13]1[CH2:17]O>>[O:12]1[CH:16]=[CH:15][N:14]=[C:13]1[CH2:17][O:1][C:2]1[CH:3]=[CH:4][C:5]([C:8]([OH:10])=[O:9])=[N:6][CH:7]=1. Procedure details: The title compound was synthesized analogously according to Method S starting from methyl 5-hydroxypicolinate (Molbridge) and oxazol-2-ylmethanol (AstaTech). MS m/z=237.9 [M+H]+. Calculated for C9H7N3O3S. 1H NMR (400 MHz, DMSO-d6) δ ppm 5.59 (s, 2H) 7.86 (d, J=1.96 Hz, 1H) 8.45 (d, J=1.17 Hz, 1H) 8.83 (d, J=1.37 Hz, 1H) 9.14 (d, J=1.96 Hz, 1H)